Dataset: the Open Reaction Database (ORD), a public repository of structured organic reaction records. Task: describe an organic reaction: reactants, conditions, products, and yield Starting materials: CCC(C(=O)[O-])N1CCN(Cc2cnc(-c3cc4cccc(N(C)S(=O)(=O)c5cccs5)c4[nH]3)s2)CC1, CO, [Cl-], [NH4+], [Na+], C1CCOC1, [OH-]. Product: CN(c1cccc2cc(-c3ncc(CN4CCN(CC(=O)O)CC4)s3)[nH]c12)S(=O)(=O)c1cccs1. RXN SMILES: [CH2:1]([CH3:2])[CH:3]([C:4](=[O:5])[O-:6])[N:7]1[CH2:8][CH2:9][N:10]([CH2:13][c:14]2[cH:15][n:16][c:17](-[c:19]3[nH:20][c:21]4[c:22]([N:28]([S:29](=[O:30])(=[O:31])[c:32]5[s:33][cH:34][cH:35][cH:36]5)[CH3:37])[cH:23][cH:24][cH:25][c:26]4[cH:27]3)[s:18]2)[CH2:11][CH2:12]1.[CH3:47][OH:48].[Cl-:45].[NH4+:46].[Na+:44].[O:38]1[CH2:39][CH2:40][CH2:41][CH2:42]1.[OH-:43]>>[CH2:3]([C:4](=[O:5])[OH:6])[N:7]1[CH2:8][CH2:9][N:10]([CH2:13][c:14]2[cH:15][n:16][c:17](-[c:19]3[nH:20][c:21]4[c:22]([N:28]([S:29](=[O:30])(=[O:31])[c:32]5[s:33][cH:34][cH:35][cH:36]5)[CH3:37])[cH:23][cH:24][cH:25][c:26]4[cH:27]3)[s:18]2)[CH2:11][CH2:12]1. Starting materials: CC(C(=O)O)(CC1=NC2=C(N1CC1=CC=C(C=C1)B1OC(C(O1)(C)C)(C)C)C=CC(=C2)OCC2=NC1=CC=CC=C1C=C2)C (2,2-dimethyl-3-(5-(quinolin-2-ylmethoxy)-1-(4-(4,4,5,5-tetramethyl-1,3,2-dioxaborolan-2-yl)benzyl)-1H-benzo[d]imidazol-2-yl)propanoic acid), BrC1=CN=CS1 (5-bromothiazole). The product is CC(C(=O)O)(CC1=NC2=C(N1CC1=CC=C(C=C1)C1=CN=CS1)C=CC(=C2)OCC2=NC1=CC=CC=C1C=C2)C (2,2-Dimethyl-3-{5-(quinolin-2-ylmethoxy)-1-[4-(1,3-thiazol-5-yl)benzyl]-1H-benzimidazol-2-yl}propanoic acid). Reaction SMILES: [CH3:1][C:2]([CH3:44])([CH2:6][C:7]1[N:11]([CH2:12][C:13]2[CH:18]=[CH:17][C:16](B3OC(C)(C)C(C)(C)O3)=[CH:15][CH:14]=2)[C:10]2[CH:28]=[CH:29][C:30]([O:32][CH2:33][C:34]3[CH:43]=[CH:42][C:41]4[C:36](=[CH:37][CH:38]=[CH:39][CH:40]=4)[N:35]=3)=[CH:31][C:9]=2[N:8]=1)[C:3]([OH:5])=[O:4].Br[C:46]1[S:50][CH:49]=[N:48][CH:47]=1>>[CH3:1][C:2]([CH3:44])([CH2:6][C:7]1[N:11]([CH2:12][C:13]2[CH:14]=[CH:15][C:16]([C:46]3[S:50][CH:49]=[N:48][CH:47]=3)=[CH:17][CH:18]=2)[C:10]2[CH:28]=[CH:29][C:30]([O:32][CH2:33][C:34]3[CH:43]=[CH:42][C:41]4[C:36](=[CH:37][CH:38]=[CH:39][CH:40]=4)[N:35]=3)=[CH:31][C:9]=2[N:8]=1)[C:3]([OH:5])=[O:4]. Procedure: The title compound was prepared with similar methods to those in Example 147 using 2,2-dimethyl-3-(5-(quinolin-2-ylmethoxy)-1-(4-(4,4,5,5-tetramethyl-1,3,2-dioxaborolan-2-yl)benzyl)-1H-benzo[d]imidazol-2-yl)propanoic acid and 5-bromothiazole. MS (ESI): mass calcd. for C32H28N4O3S, 548.19; m/z found, 549.1 [M+H]+. 1H NMR (500 MHz, DMSO-d6) δ 9.10 (s, 1H), 8.83 (d, J=9.1, 1H), 8.32-8.28 (m, 2H), 8.18 (d, J=8.8, 1H), 8.01-7.93 (m, 2H), 7.79 (t, J=7.5, 1H), 7.68-7.59 (m, 3H), 7.49 (s, 1H), 7.34 (d, ... Reactants: C(C)OC(C(C)(C)OC1=C(C=C(C=C1)OCCC=1N=C(OC1C)C=1C=C(C=CC1)C1=CC=CC=C1)CCC1=CC=CC=C1)=O (2-{4-[2-(2-biphenyl-3-yl-5-methyloxazol-4-yl)ethoxy]-2-phenethylphenoxy}-2-methylpropionic acid ethyl ester), [OH-].[Na+] (NaOH). Run in C(C)O (ethanol). Run at temperature 55 celsius. The product is C1(=CC(=CC=C1)C=1OC(=C(N1)CCOC1=CC(=C(OC(C(=O)O)(C)C)C=C1)CCC1=CC=CC=C1)C)C1=CC=CC=C1 (2-{4-[2-(2-biphenyl-3-yl-5-methyloxazol-4-yl)ethoxy]-2-phenethylphenoxy}-2-methylpropionic acid). RXN SMILES: C([O:3][C:4](=[O:44])[C:5]([O:8][C:9]1[CH:14]=[CH:13][C:12]([O:15][CH2:16][CH2:17][C:18]2[N:19]=[C:20]([C:24]3[CH:25]=[C:26]([C:30]4[CH:35]=[CH:34][CH:33]=[CH:32][CH:31]=4)[CH:27]=[CH:28][CH:29]=3)[O:21][C:22]=2[CH3:23])=[CH:11][C:10]=1[CH2:36][CH2:37][C:38]1[CH:43]=[CH:42][CH:41]=[CH:40][CH:39]=1)([CH3:7])[CH3:6])C.[OH-].[Na+]>C(O)C>[C:26]1([C:30]2[CH:31]=[CH:32][CH:33]=[CH:34][CH:35]=2)[CH:27]=[CH:28][CH:29]=[C:24]([C:20]2[O:21][C:22]([CH3:23])=[C:18]([CH2:17][CH2:16][O:15][C:12]3[CH:13]=[CH:14][C:9]([O:8][C:5]([CH3:7])([CH3:6])[C:4]([OH:44])=[O:3])=[C:10]([CH2:36][CH2:37][C:38]4[CH:43]=[CH:42][CH:41]=[CH:40][CH:39]=4)[CH:11]=3)[N:19]=2)[CH:25]=1 |f:1.2|. Procedure: A solution of 2-{4-[2-(2-biphenyl-3-yl-5-methyloxazol-4-yl)ethoxy]-2-phenethylphenoxy}-2-methylpropionic acid ethyl ester (0.54 mmol) in ethanol (10 mL) was treated with 2.5 N aqueous NaOH (0.4 mL), and heated at 55° C. for 2 h. The reaction was cooled to ambient temperature and concentrated down to near dryness. The residue was then diluted with ethyl acetate (40 mL) and water (20 mL) and acidified to pH=1 with 1N aqueous HCl. The organic layer was washed with brine (20 mL), dried (Na2SO4) and ... The reactants are C(C)OC(=O)C1(CCNCC1)C1=C(C=CC=C1)SC1=CC=CC=C1 (4-ethoxycarbonyl-4-(2-phenylthiophenyl)piperidine), C(C(=O)O)(=O)O.C(C)OC(=O)C1(CCNCC1)C1=C(C=CC=C1)SC1=CC=CC=C1 (4-ethoxycarbonyl-4-(2-phenylthiophenyl)-piperidine oxalate), C(C=C)Br (allyl bromide), C([O-])(O)=O.[Na+] (sodium bicarbonate), [I-].[K+] (potassium iodide). The solvent is O (water), CCOCC (ether), CN(C=O)C (dimethylformamide). The product is C(C(=O)O)(=O)O.C(C=C)N1CCC(CC1)(C1=C(C=CC=C1)SC1=CC=CC=C1)C(=O)OCC (1-allyl-4-ethoxycarbonyl-4-(2-phenylthiophenyl)piperidine oxalate). Reaction SMILES: [CH2:1]([O:3][C:4]([C:6]1([C:12]2[CH:17]=[CH:16][CH:15]=[CH:14][C:13]=2[S:18][C:19]2[CH:24]=[CH:23][CH:22]=[CH:21][CH:20]=2)[CH2:11][CH2:10][NH:9][CH2:8][CH2:7]1)=[O:5])[CH3:2].[C:25]([OH:30])(=[O:29])[C:26]([OH:28])=[O:27].C(O[C:34]([C:36]1(C2C=CC=CC=2SC2C=CC=CC=2)CCNC[CH2:37]1)=O)C.C(Br)C=C.C(=O)(O)[O-].[Na+].[I-].[K+]>CN(C)C=O.O.CCOCC>[C:25]([OH:30])(=[O:29])[C:26]([OH:28])=[O:27].[CH2:37]([N:9]1[CH2:8][CH2:7][C:6]([C:4]([O:3][CH2:1][CH3:2])=[O:5])([C:12]2[CH:17]=[CH:16][CH:15]=[CH:14][C:13]=2[S:18][C:19]2[CH:20]=[CH:21][CH:22]=[CH:23][CH:24]=2)[CH2:11][CH2:10]1)[CH:36]=[CH2:34] |f:1.2,4.5,6.7,11.12|. Reported procedure: A mixture of 2.8 g of 4-ethoxycarbonyl-4-(2-phenylthiophenyl)piperidine, free base of Example 17, 1.2 g of allyl bromide, 2.5 g of sodium bicarbonate and a crystal of potassium iodide in 30 ml of dimethylformamide is stirred at 70°-80° C. for 16 hours. Thereafter, the mixture is diluted with water and ether, and the ether layer is separated and then dried. The ether is removed in vacuo and the resulting product is purified by passing through an alumina column, eluted with ether. The purified pro... Starting materials: CN(C=O)C (dimethylformamide), ClCCCN1C2=CC=CC=C2SC=2C=CC(=CC12)SC (10-(3-chloropropyl)-2-methylthiophenothiazine), ClC1=C(C(=O)C2CCNCC2)C=CC(=C1)Cl (4-(2,4-dichlorobenzoyl)piperidine), C([O-])(O)=O.[Na+] (sodium bicarbonate). The solvent is O (water). Conditions: time 5 hour. The product is ClC1=C(C(=O)C2CCN(CC2)CCCN2C3=CC=CC=C3SC=3C=CC(=CC23)SC)C=CC(=C1)Cl (4-(2,4-dichlorobenzoyl)-1-[3-(2-methylthio-10H-phenothiazin-10-yl)propyl]piperidine). The yield is 79.9%. Reaction SMILES: CN(C)C=O.Cl[CH2:7][CH2:8][CH2:9][N:10]1[C:23]2[CH:22]=[C:21]([S:24][CH3:25])[CH:20]=[CH:19][C:18]=2[S:17][C:16]2[C:11]1=[CH:12][CH:13]=[CH:14][CH:15]=2.[Cl:26][C:27]1[CH:40]=[C:39]([Cl:41])[CH:38]=[CH:37][C:28]=1[C:29]([CH:31]1[CH2:36][CH2:35][NH:34][CH2:33][CH2:32]1)=[O:30].C(=O)(O)[O-].[Na+]>O>[Cl:26][C:27]1[CH:40]=[C:39]([Cl:41])[CH:38]=[CH:37][C:28]=1[C:29]([CH:31]1[CH2:32][CH2:33][N:34]([CH2:7][CH2:8][CH2:9][N:10]2[C:23]3[CH:22]=[C:21]([S:24][CH3:25])[CH:20]=[CH:19][C:18]=3[S:17][C:16]3[C:11]2=[CH:12][CH:13]=[CH:14][CH:15]=3)[CH2:35][CH2:36]1)=[O:30] |f:3.4|. Procedure: To 75 ml of dry dimethylformamide was added 2.0 g of 10-(3-chloropropyl)-2-methylthiophenothiazine, 1.7 g of 4-(2,4-dichlorobenzoyl)piperidine, and 5.0 g of sodium bicarbonate. The reaction mixture was stirred at 90° for five hours, poured into 200 ml of water, and extracted with ethyl acetate. This extract was washed with water, dried over anhydrous magnesium sulfate, filtered, and concentrated to an oil. This oil was purified by high pressure liquid chromatography on a silica gel column, utili... The reactants are OC1CCCN(Cc2ccccc2)C1, Clc1ccc(-n2ccnc2)nn1, Cl, [H-], [Na+], CN(C)C=O. Product: c1ccc(CN2CCCC(Oc3ccc(-n4ccnc4)nn3)C2)cc1. Reaction SMILES: [CH2:4]([c:5]1[cH:6][cH:7][cH:8][cH:9][cH:10]1)[N:11]1[CH2:12][CH:13]([OH:17])[CH2:14][CH2:15][CH2:16]1.[Cl:18][c:19]1[n:20][n:21][c:22](-[n:25]2[cH:26][n:27][cH:28][cH:29]2)[cH:23][cH:24]1.[ClH:3].[H-:2].[Na+:1].[O:30]=[CH:31][N:32]([CH3:33])[CH3:34]>>[CH2:4]([c:5]1[cH:6][cH:7][cH:8][cH:9][cH:10]1)[N:11]1[CH2:12][CH:13]([O:17][c:19]2[n:20][n:21][c:22](-[n:25]3[cH:26][n:27][cH:28][cH:29]3)[cH:23][cH:24]2)[CH2:14][CH2:15][CH2:16]1. The reactants are O (water), B(Br)(Br)Br (boron tribromide), NC1=C(C(=O)N)C=C(C(=C1)OC)OC (2-amino-4,5-dimethoxybenzamide), ClCCl (dichloromethane), ClCCl (dichloromethane). Reaction conditions: time 8 hour. The product is Cl.NC1=C(C(=O)N)C=C(C(=C1)O)O (2-amino-4,5-dihydroxybenzamide, monohydrochloride). As a reaction SMILES: B(Br)(Br)Br.[NH2:5][C:6]1[CH:14]=[C:13]([O:15]C)[C:12]([O:17]C)=[CH:11][C:7]=1[C:8]([NH2:10])=[O:9].O.[Cl:20]CCl>>[ClH:20].[NH2:5][C:6]1[CH:14]=[C:13]([OH:15])[C:12]([OH:17])=[CH:11][C:7]=1[C:8]([NH2:10])=[O:9] |f:4.5|. Reported procedure: To a solution of 76.6 g (306 mmol) of boron tribromide in 500 ml of dichloromethane was added dropwise at -78° C. a solution of 20 g (102 mmol) of 2-amino-4,5-dimethoxybenzamide in 1300 ml of dichloromethane. The mixture was allowed to warm slowly to room temperature with stirring overnight. Under ice cooling 250 ml of water added dropwise to the solution. The resulting precipitate was filtered off, washed with water and dried in vacuo over phosphorous pentoxide; yield of 2-amino-4-dihydroxybenz...